Dataset: the Open Reaction Database (ORD), a public repository of structured organic reaction records. Task: describe an organic reaction: reactants, conditions, products, and yield Starting materials: CO (methanol), [OH-].[Na+] (sodium hydroxide), CC1(C(C1CC(Cl)(Cl)Cl)C(=O)O)C (2,2-dimethyl-3-(2',2',2'-trichloroethyl)-cyclopropanecarboxylic acid). Solvent: O (water). The product is CC1(C(C1C=C(Cl)Cl)C(=O)O)C (2,2-dimethyl-3-(2',2'-dichlorovinyl)-cyclopropanecarboxylic acid). Yield: 86.2%. As a reaction SMILES: CO.[OH-].[Na+].[CH3:5][C:6]1([CH3:17])[CH:8]([CH2:9][C:10](Cl)([Cl:12])[Cl:11])[CH:7]1[C:14]([OH:16])=[O:15]>O>[CH3:5][C:6]1([CH3:17])[CH:8]([CH:9]=[C:10]([Cl:12])[Cl:11])[CH:7]1[C:14]([OH:16])=[O:15] |f:1.2|. Procedure details: To 120 ml of methanol solution containing 4.8 g of sodium hydroxide were added 11.1 g of 2,2-dimethyl-3-(2',2',2'-trichloroethyl)-cyclopropanecarboxylic acid (purity: 91.8%, cis/trans ratio: 82.8/17.2) to heat the resulting mixture for 37 hours under reflux. The mixture was diluted with water and neutral part was removed by extraction with ether. The water layer was acidified with conc. hydrochloric acid and extracted with ether. The ether layer was concentrated to obtain 8.15 g of 2,2-dimethyl-... The reactants are C1=NC=CC2=CC(=CC=C12)N1C2=C(C=3C=C(C=CC13)C)CN(CC2)C (5-isoquinolin-6-yl-2,8-dimethyl-2,3,4,5-tetrahydro-1H-pyrido[4,3-b]indole), C(=O)[O-].[NH4+] (ammonium formate). The reagents and catalysts are [Pd] (Pd—C). Run in CO (MeOH). The product is CN1CC2=C(N(C=3C=CC(=CC23)C)C=2C=C3CCN(CC3=CC2)C=O)CC1 (6-(2,8-dimethyl-1,2,3,4-tetrahydro-pyrido[4,3-b]indol-5-yl)-3,4-dihydro-1H-isoquinoline-2-carbaldehyde). Isolated yield 27.8%. As a reaction SMILES: [CH:1]1[C:10]2[C:5](=[CH:6][C:7]([N:11]3[C:19]4[CH:18]=[CH:17][C:16]([CH3:20])=[CH:15][C:14]=4[C:13]4[CH2:21][N:22]([CH3:25])[CH2:23][CH2:24][C:12]3=4)=[CH:8][CH:9]=2)[CH:4]=[CH:3][N:2]=1.[CH:26]([O-])=[O:27].[NH4+]>CO.[Pd]>[CH3:25][N:22]1[CH2:23][CH2:24][C:12]2[N:11]([C:7]3[CH:6]=[C:5]4[C:10](=[CH:9][CH:8]=3)[CH2:1][N:2]([CH:26]=[O:27])[CH2:3][CH2:4]4)[C:19]3[CH:18]=[CH:17][C:16]([CH3:20])=[CH:15][C:14]=3[C:13]=2[CH2:21]1 |f:1.2|. Procedure details: To a de-aerated solution of 5-isoquinolin-6-yl-2,8-dimethyl-2,3,4,5-tetrahydro-1H-pyrido[4,3-b]indole (35 mg, 0.10 mmol) in MeOH (5 mL) were added 10% Pd—C (18 mg) and ammonium formate (68 mg, 1.07 mmol). The reaction mixture was refluxed for 15 h and filtered through Celite. The filtrate was concentrated under reduced pressure to afford crude material, which was purified by column chromatography using silica (100:200) and 3% MeOH-DCM to yield 6-(2,8-dimethyl-1,2,3,4-tetrahydro-pyrido[4,3-b]indo... The reactants are OC=1C=C(C(=O)O)C=C(C1)C (3-hydroxy-5-methylbenzoic acid), C([O-])([O-])=O.[K+].[K+] (potassium carbonate), CI (methyl iodide), CC(=O)C (acetone), CN(C)C1=NC=CC=C1 (dimethylaminopyridine). The product is COC=1C=C(C(=O)OC)C=C(C1)C (methyl 3-methoxy-5-methylbenzoate). Yield: 93.5%. RXN SMILES: [OH:1][C:2]1C=C(C=C(C)C=1)C(O)=O.[C:12](=[O:15])([O-])[O-:13].[K+].[K+].[CH3:18]I.CN([C:23]1[CH:28]=[CH:27][CH:26]=[CH:25]N=1)C.[CH3:29][C:30](C)=O>>[CH3:2][O:1][C:26]1[CH:27]=[C:28]([CH:23]=[C:29]([CH3:30])[CH:25]=1)[C:12]([O:13][CH3:18])=[O:15] |f:1.2.3|. Procedure: To acetone (180 mL) were added 3-hydroxy-5-methylbenzoic acid (9 g, 59.16 mmol), potassium carbonate (33 g, 237 mmol) and methyl iodide (37.2 mL, 591.6 mmol). For O-methylation, the resulting mixture was heated at 65° C. for 12 hours in the presence of a catalytic amount of dimethylaminopyridine. After vacuum distillation of the acetone, the concentrate was treated in water (300 mL) and dichloromethane (450 mL). The organic layer was dried over anhydrous magnesium sulfate and subjected to distil... Starting materials: CCOCC, CCOC(C)=O, ClCCl, O, BrP(Br)Br, O=S(=O)(c1ccccc1)n1c(CO)cc2nc(Cl)ccc21. Yields the product O=S(=O)(c1ccccc1)n1c(CBr)cc2nc(Cl)ccc21. As a reaction SMILES: [CH3:26][CH2:27][O:28][CH2:29][CH3:30].[CH3:35][CH2:36][O:37][C:38]([CH3:39])=[O:40].[Cl:31][CH2:32][Cl:33].[OH2:34].[P:22]([Br:23])([Br:24])[Br:25].[c:1]1([S:7](=[O:8])(=[O:9])[n:10]2[c:11]([CH2:20][OH:21])[cH:12][c:13]3[n:14][c:15]([Cl:19])[cH:16][cH:17][c:18]23)[cH:2][cH:3][cH:4][cH:5][cH:6]1>>[c:1]1([S:7](=[O:8])(=[O:9])[n:10]2[c:11]([CH2:20][Br:23])[cH:12][c:13]3[n:14][c:15]([Cl:19])[cH:16][cH:17][c:18]23)[cH:2][cH:3][cH:4][cH:5][cH:6]1. The reactants are C1(=CC=C(C=C1)C#N)C (p-tolunitrile), Cl (hydrogen chloride), C(C)O (ethanol). Product: Cl.CC1=CC=C(C(OCC)=N)C=C1 (Ethyl 4-methylbenzimidate hydrochloride), target compound. Isolated yield 97.0%. RXN SMILES: [C:1]1([CH3:9])[CH:6]=[CH:5][C:4]([C:7]#[N:8])=[CH:3][CH:2]=1.[ClH:10].[CH2:11]([OH:13])[CH3:12]>>[ClH:10].[CH3:9][C:1]1[CH:6]=[CH:5][C:4]([C:7](=[NH:8])[O:13][CH2:11][CH3:12])=[CH:3][CH:2]=1 |f:3.4|. Procedure details: Ethyl 4-methylbenzimidate hydrochloride was synthesized in the same manner as in Reference Example 2. That is, p-tolunitrile (25.6 g, 0.219 mol) was treated with hydrogen chloride in ethanol (250 mL) to give 42.3 g (97%) of the target compound as colorless crystals.